This data is from the Open Reaction Database (ORD), a public repository of structured organic reaction records. The task is: describe an organic reaction: reactants, conditions, products, and yield Starting materials: [BH4-].[Na+] (NaBH4), COC([C@H]1C[C@@H](CO1)O)OC.CC1=CC=C(C=C1)S(=O)(=O)[O-] ((3S-trans)-tetrahydro-5-(dimethoxymethyl)-3-furanol 4-methylbenzenesulfonate), C(F)(F)(F)C(=O)O (CF3CO2H), [OH-].[Na+] (NaOH). Solvent: O1CCOCC1 (dioxane). Reaction conditions: temperature 80 celsius, time 30 minute. The product is CC1=CC=C(C=C1)S(=O)(=O)O[C@H]1C[C@@H](OC1)CO ((2R-trans)-tetrahydro-4-[[(4-methylphenyl) sulfonyl]oxy]-2-furanmethanol). As a reaction SMILES: CO[CH:3]([O:10]C)[C@@H:4]1[O:8][CH2:7][C@@H:6]([OH:9])[CH2:5]1.[CH3:12][C:13]1[CH:18]=[CH:17][C:16]([S:19]([O-])(=[O:21])=[O:20])=[CH:15][CH:14]=1.C(C(O)=O)(F)(F)F.[OH-].[Na+].[BH4-].[Na+]>O1CCOCC1>[CH3:12][C:13]1[CH:18]=[CH:17][C:16]([S:19]([O:9][C@@H:6]2[CH2:7][O:8][C@@H:4]([CH2:3][OH:10])[CH2:5]2)(=[O:21])=[O:20])=[CH:15][CH:14]=1 |f:0.1,3.4,5.6|. Reported procedure: A mixture of (3S-trans)-tetrahydro-5-(dimethoxymethyl)-3-furanol-4-methylbenzenesulfonate, (Compound IV(e), 10.0 g, 31.6 mmole), 1% CF3CO2H (50 mL), and dioxane (80 mL) in a 250 mL round bottom flask fitted with a reflux condenser was warmed to 80° C. for five hours. After cooling to room temperature, the solution was adjusted to pH 7.0 using 1N NaOH, treated with NaBH4 (1.2 g, 31.7 mmole), and allowed to stir at room temperature for an additional 30 minutes. The solvent was partially removed, t... Starting materials: C(=O)(O)CCC=1N=C(SC1)C (4-carboxyethyl-2-methyl thiazole), C1CC(=O)N(C1=O)Br (NBS). Reagents/catalysts: CC(C)(C#N)N=NC(C)(C)C#N (AIBN). Solvent: C(Cl)(Cl)(Cl)Cl (CCl4). Yields the product BrCC=1SC=C(N1)CCC(=O)O (2-bromomethyl-4-carboxyethyl-thiazole). Isolated yield 82.7%. As a reaction SMILES: [C:1]([CH2:4][CH2:5][C:6]1[N:7]=[C:8]([CH3:11])[S:9][CH:10]=1)([OH:3])=[O:2].C1C(=O)N([Br:19])C(=O)C1>C(Cl)(Cl)(Cl)Cl.CC(N=NC(C#N)(C)C)(C#N)C>[Br:19][CH2:11][C:8]1[S:9][CH:10]=[C:6]([CH2:5][CH2:4][C:1]([OH:3])=[O:2])[N:7]=1. Reported procedure: To a stirring solution of 4-carboxyethyl-2-methyl thiazole (30.3 g) in CCl4 (1 L) was added NBS (37.7 g) and AIBN (2.2 g). The resulting mixture was refluxed and irradiated with UV light for 4 hours. The mixture was cooled to room temperature and filtered. The solution was flash chromatographed (CH2Cl2) to yield 36.6 g of a red oil. This material was used without further purification.